Dataset: the Open Reaction Database (ORD), a public repository of structured organic reaction records. Task: describe an organic reaction: reactants, conditions, products, and yield Reactants: BrC(C(C)=O)(C)C (3-bromo-3-methylbutan-2-one), C(C1=CC=CC=C1)(C1=CC=CC=C1)N (benzhydrylamine), resultant mixture. Solvent: CO (methanol), C(C)N(CC)CC (triethylamine). Product: C(C1=CC=CC=C1)(C1=CC=CC=C1)NC(C(C)=O)(C)C (3-(Benzhydrylamino)-3-methylbutan-2-one). As a reaction SMILES: Br[C:2]([CH3:7])([CH3:6])[C:3](=[O:5])[CH3:4].[CH:8]([NH2:21])([C:15]1[CH:20]=[CH:19][CH:18]=[CH:17][CH:16]=1)[C:9]1[CH:14]=[CH:13][CH:12]=[CH:11][CH:10]=1>CO.C(N(CC)CC)C>[CH:8]([NH:21][C:2]([CH3:7])([CH3:6])[C:3](=[O:5])[CH3:4])([C:15]1[CH:16]=[CH:17][CH:18]=[CH:19][CH:20]=1)[C:9]1[CH:14]=[CH:13][CH:12]=[CH:11][CH:10]=1. Reported procedure: To the above-obtained 3-bromo-3-methylbutan-2-one (5.88 g) in methanol (30 mL), benzhydrylamine (5.0 mL) and triethylamine (7.5 mL) were added. The resultant mixture was stirred at 70° C. for 24 hours, and then cooled in air. The reaction mixture was partitioned between water and ethyl acetate. The organic layer was sequentially washed with saturated aqueous sodium hydrogencarbonate and saturated brine, and then dried over magnesium sulfate anhydrate, followed by filtration. The solvent was evap... The reactants are FC(OC1=CC=C(C=C1)NC1=NC(=NC2=CC=CC=C12)C)F ((4-difluoromethoxy-phenyl)-(2-methyl-quinazolin-4-yl)-amine), CI (methyl iodide), Example 36. Yields the product FC(OC1=CC=C(C=C1)N(C)C1=NC(=NC2=CC=CC=C12)C)F ((4-Difluoromethoxy-phenyl)-(2-methyl-quinazolin-4-yl)-methyl-amine). RXN SMILES: [F:1][CH:2]([F:22])[O:3][C:4]1[CH:9]=[CH:8][C:7]([NH:10][C:11]2[C:20]3[C:15](=[CH:16][CH:17]=[CH:18][CH:19]=3)[N:14]=[C:13]([CH3:21])[N:12]=2)=[CH:6][CH:5]=1.[CH3:23]I>>[F:22][CH:2]([F:1])[O:3][C:4]1[CH:9]=[CH:8][C:7]([N:10]([C:11]2[C:20]3[C:15](=[CH:16][CH:17]=[CH:18][CH:19]=3)[N:14]=[C:13]([CH3:21])[N:12]=2)[CH3:23])=[CH:6][CH:5]=1. Procedure: The title compound was prepared from (4-difluoromethoxy-phenyl)-(2-methyl-quinazolin-4-yl)-amine (710 mg, 2.36 mmol) and methyl iodide (1.03 ml, 16.52 mmol), by a procedure similar to Example 36 (40.8% yield). 1H NMR (CDCl3): 7.77 (dd, J=8.4 Hz, J=0.9 Hz, 1H), 7.59-7.53 (m, 1H), 7.17-7.10 (m, 4H), 7.06-6.99 (m, 2H), 6.78 (d, J=0.6 Hz, 0.25H), 6.54 (d, J=0.9 Hz, 0.5H), 6.29 (d, J=0.9 Hz, 0.25H), 3.62 (s, 3H), 2.75 (s, 3H). Starting materials: P(=O)(OCC)(OCC)Cl (diethyl chlorophosphate), [H-].[Na+] (sodium hydride), oil, C(C)C(C(=O)[O-])(C(=O)[O-])CC (Diethylmalonate), C1CCOC1 (THF), BrC=1C=CC2=C(C(=NCC(N2)=O)C2=NC=CC=C2)C1 (7-bromo-1,3-dihydro-5-(2-pyridyl)-2H-1,4-benzodiazepin-2-one), C1CCOC1 (THF). Run at time 30 minute. The product is C(C)OC(C(C(=O)OCC)=C1NC2=C(C(=NC1)C1=NC=CC=C1)C=C(C=C2)Br)=O (7-Bromo-1,3-dihydro-5-(2-pyridyl)-2H-1,4-benzodiazepin-2-ylidenepropanedioic acid diethyl ester). Reaction SMILES: C([C:3]([CH2:10][CH3:11])([C:7]([O-:9])=[O:8])[C:4]([O-:6])=[O:5])C.[H-].[Na+].P(Cl)(OCC)(O[CH2:17][CH3:18])=O.[Br:23][C:24]1[CH:25]=[CH:26][C:27]2[NH:33]C(=O)C[N:30]=[C:29]([C:35]3[CH:40]=[CH:39][CH:38]=[CH:37][N:36]=3)[C:28]=2[CH:41]=1.[CH2:42]1COC[CH2:43]1>>[CH2:17]([O:9][C:7](=[O:8])[C:3](=[C:10]1[CH2:11][N:30]=[C:29]([C:35]2[CH:40]=[CH:39][CH:38]=[CH:37][N:36]=2)[C:28]2[CH:41]=[C:24]([Br:23])[CH:25]=[CH:26][C:27]=2[NH:33]1)[C:4]([O:6][CH2:42][CH3:43])=[O:5])[CH3:18] |f:1.2|. Reported procedure: Diethylmalonate (45.55 ml) was added to THF (200 ml). The mixture was maintained at room temperature while sodium hydride (16 g of a 60% oil dispersion) was added over 1 hr. To the resulting suspension, diethyl chlorophosphate (14.45 ml) was added dropwise over 50 minutes. After a 30 minute agitation cycle, a THF solution of 7-bromo-1,3-dihydro-5-(2-pyridyl)-2H-1,4-benzodiazepin-2-one (15.8 g) was added dropwise over 20 minutes. The resulting solution was allowed to agitate for 1 hr. The pH was ... Reactants: C(C)S(=O)(=O)C=1C=CC(=C(C1)NC(C(C)(C)C)=O)NCCOC(F)(F)F (N-(5-(Ethylsulfonyl)-2-{[2-(trifluoromethoxy)ethyl]amino}phenyl)-2,2-dimethylpropanamide). Solvent: C(C)O (ethanol), [OH-].[Na+] (sodium hydroxide). Yields the product C(C)(C)(C)C1=NC2=C(N1CCOC(F)(F)F)C=CC(=C2)S(=O)(=O)CC (2-tert-Butyl-5-(ethylsulfonyl)-1-[2-(trifluoromethoxy)ethyl]-1H-benzimidazole). Yield: 33.7%. RXN SMILES: [CH2:1]([S:3]([C:6]1[CH:7]=[CH:8][C:9]([NH:19][CH2:20][CH2:21][O:22][C:23]([F:26])([F:25])[F:24])=[C:10]([NH:12][C:13](=O)[C:14]([CH3:17])([CH3:16])[CH3:15])[CH:11]=1)(=[O:5])=[O:4])[CH3:2]>C(O)C.[OH-].[Na+]>[C:14]([C:13]1[N:19]([CH2:20][CH2:21][O:22][C:23]([F:26])([F:25])[F:24])[C:9]2[CH:8]=[CH:7][C:6]([S:3]([CH2:1][CH3:2])(=[O:5])=[O:4])=[CH:11][C:10]=2[N:12]=1)([CH3:17])([CH3:16])[CH3:15] |f:2.3|. Procedure: N-(5-(Ethylsulfonyl)-2-{[2-(trifluoromethoxy)ethyl]amino}phenyl)-2,2-dimethylpropanamide (187 mg, 0.47 mmol, step A) was dissolved in ethanol and 2N sodium hydroxide solution. The mixture was microwaved for 30 min at 140° C. The reaction mixture was quenched with water and extracted three times with ethyl acetate. The combined organic layers were washed with brine, dried over magnesium sulfate and filtered. The filtrate was evaporated under reduced pressure. The residue was purified by PTLC (hex... Reactants: 1,1-carbonyldiimidazole, O1CCCC1 (tetrahydrofuran), NC1=NC(=CC=C1O)C (2-amino-3-hydroxy-6-methylpyridine). The product is CC1=CC=C2C(=N1)NC(O2)=O (5-Methyl-3H-Oxazolo[4,5-b]Pyridin-2-One). RXN SMILES: [NH2:1][C:2]1[C:7]([OH:8])=[CH:6][CH:5]=[C:4]([CH3:9])[N:3]=1.[O:10]1CCC[CH2:11]1>>[CH3:9][C:4]1[N:3]=[C:2]2[NH:1][C:11](=[O:10])[O:8][C:7]2=[CH:6][CH:5]=1. Reported procedure: 1.24 g (10 mmol) of 2-amino-3-hydroxy-6-methylpyridine are introduced into a three-necked round-bottomed flask. The contents are placed under argon. 20 ml of anhydrous tetrahydrofuran and then 2.43 g (15 mmol) of 1,1-carbonyldiimidazole are added. The mixture is heated to reflux for 6 hours. The reaction medium is evaporated. The crystals obtained are washed with water, filtered off and redissolved in hot methanol. The solution is filtered and re-evaporated. Reactants: C(#N)C1=CC=C(C=O)C=C1 (p-cyanobenzaldehyde), solution, C(CCC)[Li] (n-butyllithium), [Si](C)(C)(C(C)(C)C)C=1N(C=CN1)S(=O)(=O)N(C)C (2-[tert-butyl(dimethyl)silyl]-N,N-dimethyl-1H-imidazole-1-sulphonamide), C(=O)(O)[O-].[Na+] (NaHCO3). Run in C1CCOC1 (THF), C1CCOC1 (THF). Run at temperature -78 celsius, time 0.5 hour. Product: [Si](C)(C)(C(C)(C)C)C=1N(C(=CN1)C(O)C1=CC=C(C=C1)C#N)S(=O)(=O)N(C)C (2-[tert-Butyl(dimethyl)silyl]-5-[(4-cyanophenyl)(hydroxy)methyl]-N,N-dimethyl-1H-imidazole-1-sulphonamide). RXN SMILES: C([Li])CCC.[Si:6]([C:13]1[N:14]([S:18]([N:21]([CH3:23])[CH3:22])(=[O:20])=[O:19])[CH:15]=[CH:16][N:17]=1)([C:9]([CH3:12])([CH3:11])[CH3:10])([CH3:8])[CH3:7].[C:24]([C:26]1[CH:33]=[CH:32][C:29]([CH:30]=[O:31])=[CH:28][CH:27]=1)#[N:25].C([O-])(O)=O.[Na+]>C1COCC1>[Si:6]([C:13]1[N:14]([S:18]([N:21]([CH3:23])[CH3:22])(=[O:20])=[O:19])[C:15]([CH:30]([C:29]2[CH:32]=[CH:33][C:26]([C:24]#[N:25])=[CH:27][CH:28]=2)[OH:31])=[CH:16][N:17]=1)([C:9]([CH3:12])([CH3:11])[CH3:10])([CH3:8])[CH3:7] |f:3.4|. Procedure: 12.5 ml (19.9 mmol) of a solution of n-butyllithium (1.6M solution in hexane) are added slowly to a solution of the compound obtained in Step B (4.67 g, 18 mmol) in 40 ml of anhydrous THF that has been brought to −78° C., and then the whole is maintained at that temperature for 1 hour 30 minutes. A solution of p-cyanobenzaldehyde in 20 ml of THF, 3.3 g (25.1 mmol) is then added. The whole is stirred at −78° C. for 0.5 hour, and then hydrolysed with an aqueous saturated NaHCO3 solution. When the ...